Dataset: the Open Reaction Database (ORD), a public repository of structured organic reaction records. Task: describe an organic reaction: reactants, conditions, products, and yield As a reaction SMILES: [CH3:33][C:34]([OH:35])([CH3:36])[CH3:37].[Cl:19][c:20]1[cH:21][c:22]([NH2:23])[cH:24][cH:25][cH:26]1.[Cl:1][c:2]1[n:3][c:4]2[cH:5][cH:6][cH:7][cH:8][c:9]2[c:10]([NH:12][c:13]2[nH:14][n:15][c:16]([CH3:18])[cH:17]2)[n:11]1.[K+:27].[K+:28].[O-:29][C:30]([O-:31])=[O:32]>>[c:2]1([NH:23][c:22]2[cH:21][c:20]([Cl:19])[cH:26][cH:25][cH:24]2)[n:3][c:4]2[cH:5][cH:6][cH:7][cH:8][c:9]2[c:10]([NH:12][c:13]2[nH:14][n:15][c:16]([CH3:18])[cH:17]2)[n:11]1. Yields the product Cc1cc(Nc2nc(Nc3cccc(Cl)c3)nc3ccccc23)[nH]n1. The reactants are CC(C)(C)O, Nc1cccc(Cl)c1, Cc1cc(Nc2nc(Cl)nc3ccccc23)[nH]n1, [K+], [K+], O=C([O-])[O-].